This data is from the Open Reaction Database (ORD), a public repository of structured organic reaction records. The task is: describe an organic reaction: reactants, conditions, products, and yield Starting materials: OC1=C(C=NN1C1=NC=C(C(=O)O)C=C1)C1=CC(=NC=C1)OC (6-(5-hydroxy-4-(2-methoxypyridin-4-yl)-1H-pyrazol-1-yl)nicotinic acid), Cl.O1C(CCCC1)CCN (2-(tetrahydro-2H-pyran-2-yl)ethanamine hydrochloride). Product: OC1=C(C=NN1C1=NC=C(C(=O)NCCC2OCCCC2)C=C1)C1=CC(=NC=C1)OC (6-(5-hydroxy-4-(2-methoxypyridin-4-yl)-1H-pyrazol-1-yl)-N-(2-(tetrahydro-2H-pyran-2-yl)ethyl)nicotinamide). RXN SMILES: [OH:1][C:2]1[N:6]([C:7]2[CH:15]=[CH:14][C:10]([C:11]([OH:13])=O)=[CH:9][N:8]=2)[N:5]=[CH:4][C:3]=1[C:16]1[CH:21]=[CH:20][N:19]=[C:18]([O:22][CH3:23])[CH:17]=1.Cl.[O:25]1[CH2:30][CH2:29][CH2:28][CH2:27][CH:26]1[CH2:31][CH2:32][NH2:33]>>[OH:1][C:2]1[N:6]([C:7]2[CH:15]=[CH:14][C:10]([C:11]([NH:33][CH2:32][CH2:31][CH:26]3[CH2:27][CH2:28][CH2:29][CH2:30][O:25]3)=[O:13])=[CH:9][N:8]=2)[N:5]=[CH:4][C:3]=1[C:16]1[CH:21]=[CH:20][N:19]=[C:18]([O:22][CH3:23])[CH:17]=1 |f:1.2|. Procedure: The title compound was prepared in a manner similar to Example 198 using 6-(5-hydroxy-4-(2-methoxypyridin-4-yl)-1H-pyrazol-1-yl)nicotinic acid and 2-(tetrahydro-2H-pyran-2-yl)ethanamine hydrochloride. 1H NMR (400 MHz, DMSO-d6) δ ppm 1.06-1.19 (m, 1H) 1.31-1.43 (m, 3H) 1.52 (d, J=12.9 Hz, 1H) 1.58 (q, J=7.1 Hz, 2H) 1.65-1.75 (m, 1H) 3.18-3.25 (m, 2H) 3.29-3.38 (m, 2H) 3.81 (m, J=2.0 Hz, 4H) 7.34 (br. s., 1H) 7.42 (d, J=5.1 Hz, 1H) 7.98 (d, J=5.6 Hz, 1H) 8.26-8.34 (m, 1H) 8.37 (br. s., 1H) 8.52 (b...